This data is from the Open Reaction Database (ORD), a public repository of structured organic reaction records. The task is: describe an organic reaction: reactants, conditions, products, and yield Reactants: C(=NC(=O)Cl)=O (N-(chlorocarbonyl) isocyanate), C1(CCCCC1)NC1=C(C=C2C(C(=CN(C2=C1)C1CCCC1)CNO)=O)F (7-(cyclohexylamino)-1-cyclopentyl-6-fluoro-3-[(hydroxyamino)methyl]quinolin-4(1H)-one), Cl (hydrochloric acid). Solvent: C1CCOC1 (THF). Reaction conditions: time 1 hour. Yields the product C1(CCCCC1)NC1=C(C=C2C(C(=CN(C2=C1)C1CCCC1)CN1OC(NC1=O)=O)=O)F (2-{[7-(cyclohexylamino)-1-cyclopentyl-6-fluoro-4-oxo-1,4-dihydroquinolin-3-yl]methyl}-1,2,4-oxadiazolidine-3,5-dione). Reaction SMILES: [C:1](=[O:6])=[N:2][C:3](Cl)=[O:4].[CH:7]1([NH:13][C:14]2[CH:23]=[C:22]3[C:17]([C:18](=[O:32])[C:19]([CH2:29][NH:30][OH:31])=[CH:20][N:21]3[CH:24]3[CH2:28][CH2:27][CH2:26][CH2:25]3)=[CH:16][C:15]=2[F:33])[CH2:12][CH2:11][CH2:10][CH2:9][CH2:8]1.Cl>C1COCC1>[CH:7]1([NH:13][C:14]2[CH:23]=[C:22]3[C:17]([C:18](=[O:32])[C:19]([CH2:29][N:30]4[C:3](=[O:4])[NH:2][C:1](=[O:6])[O:31]4)=[CH:20][N:21]3[CH:24]3[CH2:28][CH2:27][CH2:26][CH2:25]3)=[CH:16][C:15]=2[F:33])[CH2:8][CH2:9][CH2:10][CH2:11][CH2:12]1. Procedure: 0.14 ml of N-(chlorocarbonyl) isocyanate was added dropwise at −50° C. to a 4 ml THF solution of 110 mg of 7-(cyclohexylamino)-1-cyclopentyl-6-fluoro-3-[(hydroxyamino)methyl]quinolin-4(1H)-one, followed by stirring at room temperature for 1 hour. 1 M hydrochloric acid was added to the reaction mixture, followed by extraction with chloroform and washing with aqueous saturated sodium chloride. After drying over anhydrous sodium sulfate, the solvent was evaporated under a reduced pressure, and the ... Starting materials: Cl.CC(C(=O)OCC)(CC1=CC=C(C=C1)CCN)C (ethyl α,α-dimethyl-β-[4-(2-aminoethyl)-phenyl]-propionate hydrochloride), ClC=1C=CC(=C(C(=O)Cl)C1)OC (5-chloro-2-methoxybenzoyl chloride). Product: CC(C(=O)O)(CC1=CC=C(C=C1)CCNC(C1=C(C=CC(=C1)Cl)OC)=O)C (α,α-dimethyl-β-{4-[2-(5-chloro-2-methoxybenzamido)-ethyl]-phenyl}-propionic acid). Reaction SMILES: Cl.[CH3:2][C:3]([CH3:19])([CH2:9][C:10]1[CH:15]=[CH:14][C:13]([CH2:16][CH2:17][NH2:18])=[CH:12][CH:11]=1)[C:4]([O:6]CC)=[O:5].[Cl:20][C:21]1[CH:22]=[CH:23][C:24]([O:30][CH3:31])=[C:25]([CH:29]=1)[C:26](Cl)=[O:27]>>[CH3:19][C:3]([CH3:2])([CH2:9][C:10]1[CH:11]=[CH:12][C:13]([CH2:16][CH2:17][NH:18][C:26](=[O:27])[C:25]2[CH:29]=[C:21]([Cl:20])[CH:22]=[CH:23][C:24]=2[O:30][CH3:31])=[CH:14][CH:15]=1)[C:4]([OH:6])=[O:5] |f:0.1|. Procedure details: By the reaction of ethyl α,α-dimethyl-β-[4-(2-aminoethyl)-phenyl]-propionate hydrochloride with 5-chloro-2-methoxybenzoyl chloride, there is obtained α,α-dimethyl-β-{4-[2-(5-chloro-2-methoxybenzamido)-ethyl]-phenyl}-propionic acid; m.p. 138°-141° C., after recrystallization from ethyl acetate. Starting materials: B(O)O (boronic acid), BrC1=C(C=CC=C1)C (2-bromotoluene). The reagents and catalysts are [Pd].C1(=CC=CC=C1)P(C1=CC=CC=C1)C1=CC=CC=C1.C1(=CC=CC=C1)P(C1=CC=CC=C1)C1=CC=CC=C1.C1(=CC=CC=C1)P(C1=CC=CC=C1)C1=CC=CC=C1.C1(=CC=CC=C1)P(C1=CC=CC=C1)C1=CC=CC=C1 (tetrakis(triphenylphosphine) palladium). Product: C1(=CC=CC=C1)C1=CC=CC=C1 (biphenyl). Reaction SMILES: B(O)O.Br[C:5]1[CH:10]=[CH:9][CH:8]=[CH:7][C:6]=1[CH3:11]>[Pd].C1(P(C2C=CC=CC=2)C2C=CC=CC=2)C=CC=CC=1.C1(P(C2C=CC=CC=2)C2C=CC=CC=2)C=CC=CC=1.C1(P(C2C=CC=CC=2)C2C=CC=CC=2)C=CC=CC=1.C1(P(C2C=CC=CC=2)C2C=CC=CC=2)C=CC=CC=1>[C:6]1([C:11]2[CH:9]=[CH:10][CH:5]=[CH:6][CH:7]=2)[CH:7]=[CH:8][CH:9]=[CH:10][CH:5]=1 |f:2.3.4.5.6|. Procedure details: Cyclization substrate 5 is synthesized in FIG. 1. The Suzuki reaction is iterated, first by coupling 1,3-dimethoxyphen-2-yl boronic acid with 2-bromotoluene with tetrakis(triphenylphosphine) palladium catalysis to give biphenyl compound 1. Regioselective bromination of 1 gave 2, followed by Suzuki reaction with pyridine-3-boronic acid under palladium catalysis to yield 3. Demethylation of 3 with hydrobromic acid and acetic acid gave 4, followed by Friedel-Crafts acylation with 2,5-dichlorotrimel...